The task is: describe an organic reaction: reactants, conditions, products, and yield. This data is from the Open Reaction Database (ORD), a public repository of structured organic reaction records. Starting materials: CCCCOC(=O)N1CCN(C(=O)C(CCC(=O)O)NC(=O)c2cc(OCC(=O)N3CCCC3C(=O)NC3CCC3)n(-c3ccccc3)n2)CC1, ClCCCl, CO, CN(C)c1ccncc1, CN(C)C=O. The product is CCCCOC(=O)N1CCN(C(=O)C(CCC(=O)OC)NC(=O)c2cc(OCC(=O)N3CCCC3C(=O)NC3CCC3)n(-c3ccccc3)n2)CC1. RXN SMILES: [CH2:1]([CH2:2][CH2:3][CH3:4])[O:5][C:6](=[O:7])[N:8]1[CH2:9][CH2:10][N:11]([C:14]([CH:15]([CH2:16][CH2:17][C:18](=[O:19])[OH:20])[NH:21][C:22](=[O:23])[c:24]2[n:25][n:26](-[c:45]3[cH:46][cH:47][cH:48][cH:49][cH:50]3)[c:27]([O:29][CH2:30][C:31](=[O:32])[N:33]3[CH:34]([C:38]([NH:39][CH:40]4[CH2:41][CH2:42][CH2:43]4)=[O:44])[CH2:35][CH2:36][CH2:37]3)[cH:28]2)=[O:51])[CH2:12][CH2:13]1.[CH2:52]([Cl:53])[CH2:54][Cl:55].[CH3:56][OH:57].[CH3:63][N:64]([c:65]1[cH:66][cH:67][n:68][cH:69][cH:70]1)[CH3:71].[O:58]=[CH:59][N:60]([CH3:61])[CH3:62]>>[CH2:1]([CH2:2][CH2:3][CH3:4])[O:5][C:6](=[O:7])[N:8]1[CH2:9][CH2:10][N:11]([C:14]([CH:15]([CH2:16][CH2:17][C:18](=[O:19])[O:20][CH3:52])[NH:21][C:22](=[O:23])[c:24]2[n:25][n:26](-[c:45]3[cH:46][cH:47][cH:48][cH:49][cH:50]3)[c:27]([O:29][CH2:30][C:31](=[O:32])[N:33]3[CH:34]([C:38]([NH:39][CH:40]4[CH2:41][CH2:42][CH2:43]4)=[O:44])[CH2:35][CH2:36][CH2:37]3)[cH:28]2)=[O:51])[CH2:12][CH2:13]1. Starting materials: COC(=O)c1cccc(-c2c(C)nn(-c3ccc(CCNC(=O)NS(=O)(=O)c4ccc(C)cc4)cc3)c2C)c1, CO, [Na+], C1CCOC1, [OH-]. Yields the product Cc1ccc(S(=O)(=O)NC(=O)NCCc2ccc(-n3nc(C)c(-c4cccc(C(=O)O)c4)c3C)cc2)cc1. As a reaction SMILES: [CH3:1][c:2]1[n:3][n:4](-[c:18]2[cH:19][cH:20][c:21]([CH2:24][CH2:25][NH:26][C:27](=[O:28])[NH:29][S:30](=[O:31])(=[O:32])[c:33]3[cH:34][cH:35][c:36]([CH3:39])[cH:37][cH:38]3)[cH:22][cH:23]2)[c:5]([CH3:17])[c:6]1-[c:7]1[cH:8][c:9]([C:10](=[O:11])[O:12][CH3:13])[cH:14][cH:15][cH:16]1.[CH3:47][OH:48].[Na+:41].[O:42]1[CH2:43][CH2:44][CH2:45][CH2:46]1.[OH-:40]>>[CH3:1][c:2]1[n:3][n:4](-[c:18]2[cH:19][cH:20][c:21]([CH2:24][CH2:25][NH:26][C:27](=[O:28])[NH:29][S:30](=[O:31])(=[O:32])[c:33]3[cH:34][cH:35][c:36]([CH3:39])[cH:37][cH:38]3)[cH:22][cH:23]2)[c:5]([CH3:17])[c:6]1-[c:7]1[cH:8][c:9]([C:10](=[O:11])[OH:12])[cH:14][cH:15][cH:16]1.